From a dataset of the Open Reaction Database (ORD), a public repository of structured organic reaction records. describe an organic reaction: reactants, conditions, products, and yield The reactants are [BH4-], CCO, Cc1cc(C=O)cc(C)c1OC(=O)OCc1ccccc1[N+](=O)[O-], [Na+], [Na+], O=C([O-])O. The product is Cc1cc(CO)cc(C)c1OC(=O)OCc1ccccc1[N+](=O)[O-]. As a reaction SMILES: [BH4-:25].[CH3:32][CH2:33][OH:34].[N+:1](=[O:2])([O-:3])[c:4]1[c:5]([CH2:6][O:7][C:8](=[O:9])[O:10][c:11]2[c:12]([CH3:20])[cH:13][c:14]([CH:15]=[O:16])[cH:17][c:18]2[CH3:19])[cH:21][cH:22][cH:23][cH:24]1.[Na+:26].[Na+:31].[O-:27][C:28]([OH:29])=[O:30]>>[N+:1](=[O:2])([O-:3])[c:4]1[c:5]([CH2:6][O:7][C:8](=[O:9])[O:10][c:11]2[c:12]([CH3:20])[cH:13][c:14]([CH2:15][OH:16])[cH:17][c:18]2[CH3:19])[cH:21][cH:22][cH:23][cH:24]1. Reactants: C(=O)(OCC1C2=CC=CC=C2C2=CC=CC=C12)N=C=S (Fmoc isothiocyanate), C(C)NCC (diethyl amine), ClC=1C=C(C=CC1)NC(N[C@H](C(=O)O)C)=S ((S)-3-(3-chloro-phenyl)-2-thioureido-propionic acid), N[C@H](C(=O)O)CC1=CC(=CC=C1)Cl ((S)-2-amino-3-(3-chloro-phenyl)-propionic acid), BrCC(=O)C1=CC=C(C=C1)C(C)C (2-bromo-1-(4-isopropyl-phenyl)-ethanone). The solvent is CN(C)C=O (DMF), CO (MeOH), C(Cl)Cl (DCM). Yields the product ClC=1C=C(C=CC1)NC(N[C@H](C(=O)O)C)=S ((S)-3-(3-Chloro-phenyl)-2-thioureido-propionic acid), ClC=1C=C(C=CC1)C[C@@H](C(=O)O)NC=1SC=C(N1)C1=CC=C(C=C1)C(C)C ((S)-3-(3-Chloro-phenyl)-2-[4-(4-isopropyl-phenyl)-thiazol-2-ylamino]-propionic acid), product. Reaction SMILES: [NH2:1][C@@H:2]([CH2:6][C:7]1[CH:12]=[CH:11][CH:10]=[C:9]([Cl:13])[CH:8]=1)[C:3]([OH:5])=[O:4].C([N:31]=[C:32]=[S:33])(OCC1C2C(=CC=CC=2)C2C1=CC=CC=2)=O.C(NCC)C.Br[CH2:40][C:41]([C:43]1[CH:48]=[CH:47][C:46]([CH:49]([CH3:51])[CH3:50])=[CH:45][CH:44]=1)=O.[Cl:52][C:53]1[CH:54]=[C:55]([NH:59][C:60](=[S:67])[NH:61][C@@H:62]([CH3:66])[C:63]([OH:65])=[O:64])[CH:56]=[CH:57][CH:58]=1>CO.C(Cl)Cl.CN(C=O)C>[Cl:52][C:53]1[CH:54]=[C:55]([NH:59][C:60](=[S:67])[NH:61][C@@H:62]([CH3:66])[C:63]([OH:65])=[O:64])[CH:56]=[CH:57][CH:58]=1.[Cl:13][C:9]1[CH:8]=[C:7]([CH2:6][C@H:2]([NH:1][C:32]2[S:33][CH:40]=[C:41]([C:43]3[CH:48]=[CH:47][C:46]([CH:49]([CH3:51])[CH3:50])=[CH:45][CH:44]=3)[N:31]=2)[C:3]([OH:5])=[O:4])[CH:12]=[CH:11][CH:10]=1. Procedure: (S)-3-(3-Chloro-phenyl)-2-thioureido-propionic acid was prepared following general procedure D using (S)-2-amino-3-(3-chloro-phenyl)-propionic acid (399 mg, 2 mmol), Fmoc isothiocyanate (590 mg, 2 mmol) and DMF (6 mL). The residue was combined with DCM (8 mL) and diethyl amine (2 mL). LCMS m/z: 259 (M+1)+. (S)-3-(3-Chloro-phenyl)-2-[4-(4-isopropyl-phenyl)-thiazol-2-ylamino]-propionic acid was prepared following general procedure B using 2-bromo-1-(4-isopropyl-phenyl)-ethanone (2 mmol), (S)-3-(3-... Starting materials: CNS(=O)(=O)C=1C=C2CCNC2=CC1 (N-methyl-indoline-5-sulfonamide). The reagents and catalysts are [Pd] (palladium on carbon), [Pd] (palladium on carbon). The solvent is CO (methanol), CO (methanol). Conditions: time 23 hour. Yields the product CNS(=O)(=O)C=1C=C2C=CNC2=CC1 (N-methyl-1H-indole-5-sulfonamide). The yield is 94.7%. RXN SMILES: [CH3:1][NH:2][S:3]([C:6]1[CH:7]=[C:8]2[C:12](=[CH:13][CH:14]=1)[NH:11][CH2:10][CH2:9]2)(=[O:5])=[O:4]>[Pd].CO>[CH3:1][NH:2][S:3]([C:6]1[CH:7]=[C:8]2[C:12](=[CH:13][CH:14]=1)[NH:11][CH:10]=[CH:9]2)(=[O:5])=[O:4]. Reported procedure: N-methyl-indoline-5-sulfonamide (225 mg, 1.06 mmol), as prepared supra, was mixed with 10% palladium on carbon (84 mg) in methanol (8 ml) and these were refluxed for 23 hours. Additional 10% palladium on carbon (100 mg) and methanol (5 ml) were added, and refluxing continued for an additional 23 hours. The cooled reaction mixture was filtered through a Celite® pad, evaporated, and the crude solid redissolved in tetrahydrofuran and again filtered through a Celite® pad. Evaporation of the filtrate... Reactants: C(=O)C1=CC=C(OCC(=O)O)C=C1 (2-(4-formylphenoxy)acetic acid), C(=O)C1=CC=C(OCC(=O)O)C=C1 (2-(4-formylphenoxy)acetic acid), C1(O)=CC(O)=CC=C1 (resorcinol), C(C)N1C(C=C(C2=CC=C(C=C12)O)C)(C)C (1-ethyl-2,2,4-trimethyl-1,2-dihydroquinolin-7-ol). Run in CO (methanol), CO (methanol). The product is OC=1C=CC=2C(=C3C=CC(C=C3OC2C1)=O)C1=CC=C(OCC(=O)O)C=C1 (2-(4-(3-hydroxy-6-oxo-6H-xanthen-9-yl)phenoxy)acetic acid). The yield is 34.0%. As a reaction SMILES: [CH:1]([C:3]1[CH:13]=[CH:12][C:6]([O:7][CH2:8][C:9]([OH:11])=[O:10])=[CH:5][CH:4]=1)=O.[C:14]1([CH:21]=[CH:20][CH:19]=[C:17]([OH:18])[CH:16]=1)[OH:15].C(N1[C:33]2[C:28](=[CH:29][CH:30]=[C:31]([OH:34])[CH:32]=2)C(C)=CC1(C)C)C>CO>[OH:15][C:14]1[CH:21]=[CH:20][C:19]2[C:1]([C:3]3[CH:13]=[CH:12][C:6]([O:7][CH2:8][C:9]([OH:11])=[O:10])=[CH:5][CH:4]=3)=[C:28]3[C:33]([O:18][C:17]=2[CH:16]=1)=[CH:32][C:31](=[O:34])[CH:30]=[CH:29]3. Reported procedure: Dye 3 (shown below) was prepared using the procedure described in Example 4 except that 2-(4-formylphenoxy)acetic acid and resorcinol substituted for 1-ethyl-2,2,4-trimethyl-1,2-dihydroquinolin-7-ol and 2-(4-formylphenoxy)acetic acid. Yield: 34%. λabs=485 nm (in methanol), λem=511 nm (in methanol). Reactants: FC1=C(OC2=CC(=NC=C2)N)C=CC(=C1)[N+](=O)[O-] (4-(2-fluoro-4-nitrophenoxy)pyridin-2-ylamine), ClC(=O)OC1=CC=CC=C1 (phenyl chloroformate), Cl.Cl.Cl.CN1CC(C1)N1CCNCC1 (1-(1-methylazetidin-3-yl)piperazine trihydrochloride), aqueous solution, [OH-].[Na+] (sodium hydroxide). The solvent is O1CCCC1 (tetrahydrofuran), C(C)N(CC)CC (triethylamine), O (water), C(C)N(CC)CC (triethylamine), CN(C=O)C (N,N-dimethylformamide). Reaction conditions: time 30 minute. The product is FC1=C(OC2=CC(=NC=C2)NC(=O)N2CCN(CC2)C2CN(C2)C)C=CC(=C1)[N+](=O)[O-] (4-(1-Methylazetidin-3-yl)piperazine-1-carboxylic acid [4-(2-fluoro-4-nitrophenoxy)pyridin-2-yl]amide). The yield is 92.6%. As a reaction SMILES: [F:1][C:2]1[CH:15]=[C:14]([N+:16]([O-:18])=[O:17])[CH:13]=[CH:12][C:3]=1[O:4][C:5]1[CH:10]=[CH:9][N:8]=[C:7]([NH2:11])[CH:6]=1.Cl[C:20](OC1C=CC=CC=1)=[O:21].Cl.Cl.Cl.[CH3:32][N:33]1[CH2:36][CH:35]([N:37]2[CH2:42][CH2:41][NH:40][CH2:39][CH2:38]2)[CH2:34]1.[OH-].[Na+]>O1CCCC1.O.C(N(CC)CC)C.CN(C)C=O>[F:1][C:2]1[CH:15]=[C:14]([N+:16]([O-:18])=[O:17])[CH:13]=[CH:12][C:3]=1[O:4][C:5]1[CH:10]=[CH:9][N:8]=[C:7]([NH:11][C:20]([N:40]2[CH2:41][CH2:42][N:37]([CH:35]3[CH2:34][N:33]([CH3:32])[CH2:36]3)[CH2:38][CH2:39]2)=[O:21])[CH:6]=1 |f:2.3.4.5,6.7|. Procedure details: To a solution of 4-(2-fluoro-4-nitrophenoxy)pyridin-2-ylamine (70.0 mg) in tetrahydrofuran (3.5 ml) were added triethylamine (0.0862 ml) and phenyl chloroformate (0.0705 ml) in this order at room temperature, followed by stirring at room temperature for 30 min. The reaction mixture was concentrated to give a residue, to which were added N,N-dimethylformamide (2.5 ml), triethylamine (0.470 ml), 1-(1-methylazetidin-3-yl)piperazine trihydrochloride (329 mg) and water (0.025 ml), followed by stirrin... Starting materials: CCN(C(C)C)C(C)C, FC(F)(F)c1nnc2ccc(Cl)nn12, CC(C)(c1ccc(F)cc1)N1CCNCC1, CN(C)C=O. Product: CC(C)(c1ccc(F)cc1)N1CCN(c2ccc3nnc(C(F)(F)F)n3n2)CC1. Reaction SMILES: [CH:15]([N:16]([CH2:17][CH3:18])[CH:19]([CH3:20])[CH3:21])([CH3:22])[CH3:23].[Cl:1][c:2]1[cH:3][cH:4][c:5]2[n:6]([n:7]1)[c:8]([C:11]([F:12])([F:13])[F:14])[n:9][n:10]2.[F:24][c:25]1[cH:26][cH:27][c:28]([C:31]([CH3:32])([CH3:33])[N:34]2[CH2:35][CH2:36][NH:37][CH2:38][CH2:39]2)[cH:29][cH:30]1.[O:40]=[CH:41][N:42]([CH3:43])[CH3:44]>>[c:2]1([N:37]2[CH2:36][CH2:35][N:34]([C:31]([c:28]3[cH:27][cH:26][c:25]([F:24])[cH:30][cH:29]3)([CH3:32])[CH3:33])[CH2:39][CH2:38]2)[cH:3][cH:4][c:5]2[n:6]([n:7]1)[c:8]([C:11]([F:12])([F:13])[F:14])[n:9][n:10]2.